Task: describe an organic reaction: reactants, conditions, products, and yield. Dataset: the Open Reaction Database (ORD), a public repository of structured organic reaction records The reactants are CC(C)(C)CC(=O)c1ccc(CNC(=O)OC(C)(C)C)c(F)c1, ClCCl, Cl, [Na+], O=C([O-])O, C1COCCO1. Product: CC(C)(C)CC(=O)c1ccc(CN)c(F)c1. As a reaction SMILES: [C:8]([O:9][C:10](=[O:11])[NH:15][CH2:16][c:17]1[c:18]([F:30])[cH:19][c:20]([C:23]([CH2:24][C:25]([CH3:26])([CH3:27])[CH3:28])=[O:29])[cH:21][cH:22]1)([CH3:12])([CH3:13])[CH3:14].[Cl:36][CH2:37][Cl:38].[ClH:1].[Na+:35].[O-:31][C:32]([OH:33])=[O:34].[O:2]1[CH2:3][CH2:4][O:5][CH2:6][CH2:7]1>>[NH2:15][CH2:16][c:17]1[c:18]([F:30])[cH:19][c:20]([C:23]([CH2:24][C:25]([CH3:26])([CH3:27])[CH3:28])=[O:29])[cH:21][cH:22]1.